Dataset: the Open Reaction Database (ORD), a public repository of structured organic reaction records. Task: describe an organic reaction: reactants, conditions, products, and yield Reactants: CO, COC(=O)c1ccc2c(C3CCCCC3)c3n(c2c1)CCCc1ccccc1-3, Cl, [Na+], C1CCOC1, [OH-], O. The product is O=C(O)c1ccc2c(C3CCCCC3)c3n(c2c1)CCCc1ccccc1-3. RXN SMILES: [CH3:38][OH:39].[CH:1]1([c:7]2[c:8]3[n:9]([c:10]4[cH:11][c:12]([C:16](=[O:17])[O:18][CH3:19])[cH:13][cH:14][c:15]24)[CH2:20][CH2:21][CH2:22][c:23]2[c:24]-3[cH:25][cH:26][cH:27][cH:28]2)[CH2:2][CH2:3][CH2:4][CH2:5][CH2:6]1.[ClH:31].[Na+:30].[O:33]1[CH2:34][CH2:35][CH2:36][CH2:37]1.[OH-:29].[OH2:32]>>[CH:1]1([c:7]2[c:8]3[n:9]([c:10]4[cH:11][c:12]([C:16](=[O:17])[OH:18])[cH:13][cH:14][c:15]24)[CH2:20][CH2:21][CH2:22][c:23]2[c:24]-3[cH:25][cH:26][cH:27][cH:28]2)[CH2:2][CH2:3][CH2:4][CH2:5][CH2:6]1. Starting materials: C1COCCO1, CO, Cl, CC1CN(c2nnc(-c3ccc(F)cc3)c3ccccc23)CCN1C(=O)OC(C)(C)C. Product: CC1CN(c2nnc(-c3ccc(F)cc3)c3ccccc23)CCN1. As a reaction SMILES: [CH2:35]1[O:36][CH2:37][CH2:38][O:39][CH2:40]1.[CH3:33][OH:34].[ClH:32].[F:1][c:2]1[cH:3][cH:4][c:5](-[c:8]2[n:9][n:10][c:11]([N:18]3[CH2:19][CH:20]([CH3:31])[N:21]([C:24]([O:25][C:26]([CH3:27])([CH3:28])[CH3:29])=[O:30])[CH2:22][CH2:23]3)[c:12]3[cH:13][cH:14][cH:15][cH:16][c:17]23)[cH:6][cH:7]1>>[F:1][c:2]1[cH:3][cH:4][c:5](-[c:8]2[n:9][n:10][c:11]([N:18]3[CH2:19][CH:20]([CH3:31])[NH:21][CH2:22][CH2:23]3)[c:12]3[cH:13][cH:14][cH:15][cH:16][c:17]23)[cH:6][cH:7]1. The reactants are CS(=O)(=O)Cl, COc1ccc(CN)cc1, ClCCl. The product is COc1ccc(CNS(C)(=O)=O)cc1. RXN SMILES: [CH3:11][S:12]([Cl:13])(=[O:14])=[O:15].[CH3:1][O:2][c:3]1[cH:4][cH:5][c:6]([CH2:9][NH2:10])[cH:7][cH:8]1.[Cl:16][CH2:17][Cl:18]>>[CH3:1][O:2][c:3]1[cH:4][cH:5][c:6]([CH2:9][NH:10][S:12]([CH3:11])(=[O:14])=[O:15])[cH:7][cH:8]1.